This data is from the Open Reaction Database (ORD), a public repository of structured organic reaction records. The task is: describe an organic reaction: reactants, conditions, products, and yield Reactants: C12C(C3CC(CC(C1)C3)C2)N2NC(C2=O)(C)C (2-(Adamantan-2-yl)-4,4-dimethyl-1,2-diazetidin-3-one), CC=1C=C(CBr)C=CC1 (3-methylbenzyl bromide). The product is CC1(C(N(N1CC1=CC(=CC=C1)C)C1C2CC3CC(CC1C3)C2)=O)C (4,4-dimethyl-1-(3-methylbenzyl)-2-(adamantan-2-yl)-1,2-diazetidin-3-one). RXN SMILES: [CH:1]12[CH2:10][CH:5]3[CH2:6][CH:7]([CH2:9][CH:3]([CH2:4]3)[CH:2]1[N:11]1[C:14](=[O:15])[C:13]([CH3:17])([CH3:16])[NH:12]1)[CH2:8]2.[CH3:18][C:19]1[CH:20]=[C:21]([CH:24]=[CH:25][CH:26]=1)[CH2:22]Br>>[CH3:16][C:13]1([CH3:17])[N:12]([CH2:18][C:19]2[CH:26]=[CH:25][CH:24]=[C:21]([CH3:22])[CH:20]=2)[N:11]([CH:2]2[CH:3]3[CH2:4][CH:5]4[CH2:6][CH:7]([CH2:8][CH:1]2[CH2:10]4)[CH2:9]3)[C:14]1=[O:15]. Procedure: 2-(Adamantan-2-yl)-4,4-dimethyl-1,2-diazetidin-3-one and 3-methylbenzyl bromide were used for a similar reaction and treatment as Process 6 of Example 1, and the title compound was obtained as a white crystalline powder. Reactants: Cl, COc1ccc(CCC(S)C(Cc2ccc(N)nc2)C(=O)O)cc1. Product: Nc1ccc(CC(C(=O)O)C(S)CCc2ccc(O)cc2)cn1. Reaction SMILES: [ClH:25].[NH2:1][c:2]1[cH:3][cH:4][c:5]([CH2:8][CH:9]([C:10](=[O:11])[OH:12])[CH:13]([CH2:14][CH2:15][c:16]2[cH:17][cH:18][c:19]([O:22][CH3:23])[cH:20][cH:21]2)[SH:24])[cH:6][n:7]1>>[NH2:1][c:2]1[cH:3][cH:4][c:5]([CH2:8][CH:9]([C:10](=[O:11])[OH:12])[CH:13]([CH2:14][CH2:15][c:16]2[cH:17][cH:18][c:19]([OH:22])[cH:20][cH:21]2)[SH:24])[cH:6][n:7]1. The reagents and catalysts are [Fe] (iron). Reaction SMILES: [CH3:1][N:2]([CH3:17])[CH2:3][CH2:4][N:5]1[CH:13]=[C:12]2[C:7]([CH:8]=[CH:9][C:10]([N+]([O-])=O)=[CH:11]2)=[N:6]1.[Cl-].[NH4+:19].[CH2:20](O)[CH3:21].O>[Fe]>[N:2]1([CH2:3][CH2:4][N:5]2[CH:13]=[C:12]3[C:7]([CH:8]=[C:9]([NH2:19])[CH:10]=[CH:11]3)=[N:6]2)[CH2:17][CH2:21][CH2:20][CH2:1]1 |f:1.2,3.4|. Starting materials: CN(CCN1N=C2C=CC(=CC2=C1)[N+](=O)[O-])C (Dimethyl-[2-(5-nitro-indazol-2-yl)-ethyl]-amine), [Cl-].[NH4+] (ammonium chloride), C(C)O.O (ethanol H2O). Procedure: Dimethyl-[2-(5-nitro-indazol-2-yl)-ethyl]-amine (0.275 g, 1.17 mmol), iron powder (0.656 g, 11.7 mmol) and ammonium chloride (0.0314 g, 0.587 mmol) was suspended in a 4:1 ethanol/H2O solution. The reaction mixture was heated to reflux for 3 hours and then cooled to room temperature. The solvent was removed in vacuo and the residue stirred in triethylamine/ethyl acetate (1/4, 30 mL) for 15 minutes and then filtered through a plug of silica gel. After rinsing with triethylamine/ethyl acetate (1/4)... Run at time 15 minute. The product is N1(CCCC1)CCN1N=C2C=C(C=CC2=C1)N (2-(2-pyrrolidin-1-yl-ethyl)-2H-indazol-6-ylamine).